This data is from the Open Reaction Database (ORD), a public repository of structured organic reaction records. The task is: describe an organic reaction: reactants, conditions, products, and yield Reaction conditions: time 1 hour. Procedure: The crude product of 1-(3-(4-amino-5-((3,5-dimethoxyphenyl)ethynyl)-7H-pyrrolo[2,3-d]pyrimidin-7-yl)azetidin-1-yl)-4-bromobut-2-en-1-one (10 mg) obtained in Step 1 above was suspended in THF (0.5 ml). Azetidine (7 μl) was added thereto, and the resulting mixture was stirred for 1 hour at room temperature. After concentrating under reduced pressure, the resulting residue was purified by reversed-phase HPLC purification (water/acetonitrile (0.1% formic acid)) to obtain the title compound as a colo... Solvent: C1CCOC1 (THF). Reaction SMILES: [NH2:1][C:2]1[C:3]2[C:10]([C:11]#[C:12][C:13]3[CH:18]=[C:17]([O:19][CH3:20])[CH:16]=[C:15]([O:21][CH3:22])[CH:14]=3)=[CH:9][N:8]([CH:23]3[CH2:26][N:25]([C:27](=[O:32])[CH:28]=[CH:29][CH2:30]Br)[CH2:24]3)[C:4]=2[N:5]=[CH:6][N:7]=1.[NH:33]1[CH2:36][CH2:35][CH2:34]1>C1COCC1>[NH2:1][C:2]1[C:3]2[C:10]([C:11]#[C:12][C:13]3[CH:18]=[C:17]([O:19][CH3:20])[CH:16]=[C:15]([O:21][CH3:22])[CH:14]=3)=[CH:9][N:8]([CH:23]3[CH2:26][N:25]([C:27](=[O:32])[CH:28]=[CH:29][CH2:30][N:33]4[CH2:36][CH2:35][CH2:34]4)[CH2:24]3)[C:4]=2[N:5]=[CH:6][N:7]=1. Product: NC=1C2=C(N=CN1)N(C=C2C#CC2=CC(=CC(=C2)OC)OC)C2CN(C2)C(C=CCN2CCC2)=O (1-(3-(4-amino-5-((3,5-dimethoxyphenyl)ethynyl)-7H-pyrrolo[2,3-d]pyrimidin-7-yl)azetidin-1-yl)-4-(azetidin-1-yl)but-2-en-1-one). Reactants: crude product, NC=1C2=C(N=CN1)N(C=C2C#CC2=CC(=CC(=C2)OC)OC)C2CN(C2)C(C=CCBr)=O (1-(3-(4-amino-5-((3,5-dimethoxyphenyl)ethynyl)-7H-pyrrolo[2,3-d]pyrimidin-7-yl)azetidin-1-yl)-4-bromobut-2-en-1-one), N1CCC1 (Azetidine). Starting materials: CS(=O)(=O)Cl, ClC(Cl)Cl, CC(C)(C)OC(=O)N(CCCO)c1cccc[n+]1[O-], c1ccncc1. Product: CC(C)(C)OC(=O)N(CCCOS(C)(=O)=O)c1cccc[n+]1[O-]. Reaction SMILES: [CH3:1][S:2]([Cl:3])(=[O:4])=[O:5].[Cl:31][CH:32]([Cl:33])[Cl:34].[OH:6][CH2:7][CH2:8][CH2:9][N:10]([C:11](=[O:12])[O:13][C:14]([CH3:15])([CH3:16])[CH3:17])[c:18]1[n+:19]([O-:24])[cH:20][cH:21][cH:22][cH:23]1.[cH:25]1[cH:26][cH:27][n:28][cH:29][cH:30]1>>[CH3:1][S:2](=[O:4])(=[O:5])[O:6][CH2:7][CH2:8][CH2:9][N:10]([C:11](=[O:12])[O:13][C:14]([CH3:15])([CH3:16])[CH3:17])[c:18]1[n+:19]([O-:24])[cH:20][cH:21][cH:22][cH:23]1. Reactants: FC=1C=CC(=C(C1)N)OC1CCN(CC1)C (5-fluoro-2-(1-methyl-piperidin-4-yloxy)-phenylamine), C=1C=CC2=C(C1)N=NN2O (HOBt), FC1=C(C(=O)NC=2C(=NNC2)C(=O)O)C(=CC=C1)F (4-(2,6-difluoro-benzoylamino)-1H-pyrazole-3-carboxylic acid), C(CCl)Cl (EDC). Solvent: CN(C)C=O (DMF). Run at time 18 hour. Yields the product FC=1C=CC(=C(C1)NC(=O)C1=NNC=C1NC(C1=C(C=CC=C1F)F)=O)OC1CCN(CC1)C (4-(2,6-Difluoro-benzoylamino)-1H-pyrazole-3-carboxylic acid [5-fluoro-2-(1-methyl-piperidin-4-yloxy)-phenyl]-amide). RXN SMILES: [F:1][C:2]1[CH:3]=[CH:4][C:5]([O:9][CH:10]2[CH2:15][CH2:14][N:13]([CH3:16])[CH2:12][CH2:11]2)=[C:6]([NH2:8])[CH:7]=1.[F:17][C:18]1[CH:34]=[CH:33][CH:32]=[C:31]([F:35])[C:19]=1[C:20]([NH:22][C:23]1[C:24]([C:28](O)=[O:29])=[N:25][NH:26][CH:27]=1)=[O:21].C(Cl)CCl.C1C=CC2N(O)N=NC=2C=1>CN(C=O)C>[F:1][C:2]1[CH:3]=[CH:4][C:5]([O:9][CH:10]2[CH2:15][CH2:14][N:13]([CH3:16])[CH2:12][CH2:11]2)=[C:6]([NH:8][C:28]([C:24]2[C:23]([NH:22][C:20](=[O:21])[C:19]3[C:18]([F:17])=[CH:34][CH:33]=[CH:32][C:31]=3[F:35])=[CH:27][NH:26][N:25]=2)=[O:29])[CH:7]=1. Reported procedure: 5-fluoro-2-(1-methyl-piperidin-4-yloxy)-phenylamine) (0.049 g, 0.22 mmol) was combined with 4-(2,6-difluoro-benzoylamino)-1H-pyrazole-3-carboxylic acid (0.053 g, 0.20 mmol), EDC (0.048 g, 0.25 mmol), HOBt (0.034 g, 0.25 mmol) and DMF (1 ml) and the resulting reaction mixture was stirred at ambient temperature for 18 hours. The reaction mixture was reduced in vacuo and purified by preparative LC/MS to give 4-(2,6-Difluoro-benzoylamino)-1H-pyrazole-3-carboxylic acid [5-fluoro-2-(1-methyl-piperidin... Starting materials: CC1=C2C(=NC=C1)N(C=1N2C=CN1)C1=CC=C(C=C1)O (4-(5-Methyl-9H-imidazo[1′,2′:1,2]imidazo[4,5-b]pyridin-9-yl)phenol), CC(C)([O-])C.[K+] (potassium tert-butoxide), COCCN1C(=NC=2C1=NC=CC2)S(=O)(=O)C (3-(2-methoxyethyl)-2-(methylsulfonyl)-3H-imidazo[4,5-b]pyridine), O (water). Run in CC(=O)N(C)C (DMA), CC(=O)N(C)C (DMA). Reaction conditions: time 10 minute. The product is COCCN1C(=NC=2C1=NC=CC2)OC2=CC=C(C=C2)N2C=1N(C=3C2=NC=CC3C)C=CN1 (9-(4-{[3-(2-Methoxyethyl)-3H-imidazo[4,5-b]pyridin-2-yl]oxy}phenyl)-5-methyl-9H-imidazo[1′,2′:1,2]imidazo[4,5-b]pyridine). Yield: 86.3%. RXN SMILES: [CH3:1][C:2]1[CH:7]=[CH:6][N:5]=[C:4]2[N:8]([C:14]3[CH:19]=[CH:18][C:17]([OH:20])=[CH:16][CH:15]=3)[C:9]3[N:10]([CH:11]=[CH:12][N:13]=3)[C:3]=12.CC(C)([O-])C.[K+].[CH3:27][O:28][CH2:29][CH2:30][N:31]1[C:35]2=[N:36][CH:37]=[CH:38][CH:39]=[C:34]2[N:33]=[C:32]1S(C)(=O)=O.O>CC(N(C)C)=O>[CH3:27][O:28][CH2:29][CH2:30][N:31]1[C:35]2=[N:36][CH:37]=[CH:38][CH:39]=[C:34]2[N:33]=[C:32]1[O:20][C:17]1[CH:18]=[CH:19][C:14]([N:8]2[C:4]3=[N:5][CH:6]=[CH:7][C:2]([CH3:1])=[C:3]3[N:10]3[CH:11]=[CH:12][N:13]=[C:9]23)=[CH:15][CH:16]=1 |f:1.2|. Reported procedure: To a solution of 4-(5-methyl-9H-imidazo[1′,2′:1,2]imidazo[4,5-b]pyridin-9-yl)phenol (370 mg) obtained in Example 15, step E) in DMA (3 ml) was added potassium tert-butoxide (168 mg) at room temperature. After stirring for 10 min, a solution of 3-(2-methoxyethyl)-2-(methylsulfonyl)-3H-imidazo[4,5-b]pyridine (383 mg) in DMA (3 ml) was added, and the obtained mixture was stirred at 150° C. for 1 hr. The reaction mixture was poured into water, and the mixture was extracted with ethyl acetate. The ex... Reactants: N=[N+]=[N-] (HN3), P(Cl)(Cl)(Cl)(Cl)Cl (PCl5), ClCCCC(=O)NC1CCCCC1 (N-γ-chlorobutyrylcyclohexylamine). Solvent: C1=CC=CC=C1 (benzene), C1=CC=CC=C1 (benzene). Run at time 2 hour. Yields the product C1(CCCCC1)N1N=NN=C1CCCCl (1-cyclohexyl-5-γ-chloropropyltetrazole). Reaction SMILES: [Cl:1][CH2:2][CH2:3][CH2:4][C:5]([NH:7][CH:8]1[CH2:13][CH2:12][CH2:11][CH2:10][CH2:9]1)=O.P(Cl)(Cl)(Cl)(Cl)Cl.[NH:20]=[N+:21]=[N-:22]>C1C=CC=CC=1>[CH:8]1([N:7]2[C:5]([CH2:4][CH2:3][CH2:2][Cl:1])=[N:22][N:21]=[N:20]2)[CH2:13][CH2:12][CH2:11][CH2:10][CH2:9]1. Procedure details: Into 200 ml of dried benzene, 30.6 g of N-γ-chlorobutyrylcyclohexylamine was added. While the inside temperature is kept below 20° C. by ice-cooling the outside of the reaction vessel, 30 g of PCl5 was added under stirring condition. After completion of the addition, the stirring is continued for 2 hours at a room temperature, then the reaction mixture is concentrated to a half volume thereof by using an evaporator with a bath temperature of below 50° C. To the concentrated reaction mixture was ...